The task is: describe an organic reaction: reactants, conditions, products, and yield. This data is from the Open Reaction Database (ORD), a public repository of structured organic reaction records. Reactants: C(C)OC([C@H]1N(C[C@@H](C1)O)C(=O)OCC1=CC=CC=C1)=O (N-CBZ-trans-4-hydroxy-L-proline ethyl ester), C1(=CC=C(C=C1)S(=O)(=O)Cl)C (p-toluenesulfonyl chloride). Run in C(Cl)(Cl)Cl (CHCl3), N1=CC=CC=C1 (pyridine), C(Cl)Cl (CH2Cl2), N1=CC=CC=C1 (pyridine). Conditions: time 72 hour. Yields the product C(C)OC([C@H]1N(C[C@@H](C1)OS(=O)(=O)C1=CC=C(C)C=C1)C(=O)OCC1=CC=CC=C1)=O (N-(Benzyloxycarbonyl)-trans-4-tosyloxy-L-proline ethyl ester). As a reaction SMILES: [CH2:1]([O:3][C:4](=[O:21])[C@@H:5]1[CH2:9][C@@H:8]([OH:10])[CH2:7][N:6]1[C:11]([O:13][CH2:14][C:15]1[CH:20]=[CH:19][CH:18]=[CH:17][CH:16]=1)=[O:12])[CH3:2].[C:22]1([CH3:32])[CH:27]=[CH:26][C:25]([S:28](Cl)(=[O:30])=[O:29])=[CH:24][CH:23]=1>C(Cl)(Cl)Cl.C(Cl)Cl.N1C=CC=CC=1>[CH2:1]([O:3][C:4](=[O:21])[C@@H:5]1[CH2:9][C@@H:8]([O:10][S:28]([C:25]2[CH:26]=[CH:27][C:22]([CH3:32])=[CH:23][CH:24]=2)(=[O:30])=[O:29])[CH2:7][N:6]1[C:11]([O:13][CH2:14][C:15]1[CH:16]=[CH:17][CH:18]=[CH:19][CH:20]=1)=[O:12])[CH3:2]. Procedure details: To a solution of N-CBZ-trans-4-hydroxy-L-proline ethyl ester (5.6 g, 19 mmol) and anhydrous pyridine (4.6 mL, 4.5 g, 57 mmol) in CHCl3 (30 mL) was added p-toluenesulfonyl chloride (7.2 g, 38 mmol) in one portion. After stirring at room temperature for 72 h, the reaction was diluted with CH2Cl2 (70 mL) and pyridine removed by repeated extraction with 10% HCl (4×10 mL). The organic layer was dried (MgSO4) and concentrated to a golden oil which was purified by silica gel flash chromatography (gradi... Procedure details: The title compound was prepared in the manner analogous to Example 5A using 1D and 4-bromo-1,2-dichloro-benzene. MS m/z 479 (M+2). Reaction SMILES: C[O:2][C:3](=[O:16])[CH2:4][O:5][C:6]1[CH:11]=[C:10]([O:12][CH3:13])[C:9]([SH:14])=[CH:8][C:7]=1[CH3:15].Br[C:18]1[CH:23]=[CH:22][C:21]([Cl:24])=[C:20]([Cl:25])[CH:19]=1>>[Cl:25][C:20]1[CH:19]=[C:18]([C:10]2[CH:9]=[CH:8][C:7]([CH2:15][S:14][C:9]3[C:10]([O:12][CH3:13])=[CH:11][C:6]([O:5][CH2:4][C:3]([OH:2])=[O:16])=[C:7]([CH3:15])[CH:8]=3)=[CH:6][CH:11]=2)[CH:23]=[CH:22][C:21]=1[Cl:24]. The reactants are COC(COC1=C(C=C(C(=C1)OC)S)C)=O ((4-Mercapto-5-methoxy-2-methyl-phenoxy)-acetic acid methyl ester), BrC1=CC(=C(C=C1)Cl)Cl (4-bromo-1,2-dichloro-benzene). Yields the product ClC=1C=C(C=CC1Cl)C1=CC=C(C=C1)CSC1=CC(=C(OCC(=O)O)C=C1OC)C ([4-(3′,4′-Dichloro-biphenyl-4-ylmethylsulfanyl)-5-methoxy-2-methyl-phenoxy]-acetic acid). Reactants: O=C(Cl)OCc1ccccc1, [Na+], [OH-], O=C(O)C1CSCN1. Yields the product O=C(O)C1CSCN1C(=O)OCc1ccccc1. As a reaction SMILES: [CH2:9]([c:10]1[cH:11][cH:12][cH:13][cH:14][cH:15]1)[O:16][C:17](=[O:18])[Cl:19].[Na+:21].[OH-:20].[S:1]1[CH2:2][NH:3][CH:4]([C:6](=[O:7])[OH:8])[CH2:5]1>>[S:1]1[CH2:2][N:3]([C:17]([O:16][CH2:9][c:10]2[cH:11][cH:12][cH:13][cH:14][cH:15]2)=[O:18])[CH:4]([C:6](=[O:7])[OH:8])[CH2:5]1. As a reaction SMILES: [CH3:1][O:2][C:3]1[CH:8]=[CH:7][CH:6]=[C:5]([O:9][CH3:10])[C:4]=1[CH:11]1[NH:16][C:15](=[O:17])[CH2:14][CH2:13][CH2:12]1.Br[CH2:19][C:20]1[CH:25]=[CH:24][C:23]([N:26]2[CH:30]=[CH:29][CH:28]=[CH:27]2)=[CH:22][CH:21]=1>>[N:26]1([C:23]2[CH:24]=[CH:25][C:20]([CH2:19][N:16]3[CH:11]([C:4]4[C:5]([O:9][CH3:10])=[CH:6][CH:7]=[CH:8][C:3]=4[O:2][CH3:1])[CH2:12][CH2:13][CH2:14][C:15]3=[O:17])=[CH:21][CH:22]=2)[CH:27]=[CH:28][CH:29]=[CH:30]1. Starting materials: COC1=C(C(=CC=C1)OC)C1CCCC(N1)=O (6-(2,6-dimethoxyphenyl)piperidin-2-one), BrCC1=CC=C(C=C1)N1C=CC=C1 (1-(4-(bromomethyl)phenyl)-1H-pyrrole). Procedure: Prepared according to the described general procedure 4 (GP4) by reaction of 6-(2,6-dimethoxyphenyl)piperidin-2-one with commercially available 1-(4-(bromomethyl)phenyl)-1H-pyrrole. Subsequent purification by preparative HPLC afforded the target compound. LC-MS (conditions E): tR=0.80 min.; [M+H]+: 391.18 g/mol. Product: N1(C=CC=C1)C1=CC=C(CN2C(CCCC2C2=C(C=CC=C2OC)OC)=O)C=C1 (1-(4-(1H-pyrrol-1-yl)benzyl)-6-(2,6-dimethoxyphenyl)piperidin-2-one). Reactants: C(C)(C)(C)OC(NC=1C(=NOC1C1=CC=C(C=C1)Br)C)=O ([5-(4-bromo-phenyl)-3-methyl-isoxazol-4-yl]-carbamic acid tert-butyl ester), C(C)OC(=O)CCC1=CC=C(C=C1)B(O)O ([4-(2-ethoxycarbonylethyl)phenyl]boronic acid). The product is C(C)OC(CCC1=CC=C(C=C1)C1=CC=C(C=C1)C1=C(C(=NO1)C)NC(=O)OC(C)(C)C)=O (3-[4′-(4-tert-Butoxycarbonylamino-3-methyl-isoxazol-5-yl)-biphenyl-4-yl]-propionic acid ethyl ester). Reaction SMILES: [C:1]([O:5][C:6](=[O:21])[NH:7][C:8]1[C:9]([CH3:20])=[N:10][O:11][C:12]=1[C:13]1[CH:18]=[CH:17][C:16](Br)=[CH:15][CH:14]=1)([CH3:4])([CH3:3])[CH3:2].[CH2:22]([O:24][C:25]([CH2:27][CH2:28][C:29]1[CH:34]=[CH:33][C:32](B(O)O)=[CH:31][CH:30]=1)=[O:26])[CH3:23]>>[CH2:22]([O:24][C:25](=[O:26])[CH2:27][CH2:28][C:29]1[CH:34]=[CH:33][C:32]([C:16]2[CH:17]=[CH:18][C:13]([C:12]3[O:11][N:10]=[C:9]([CH3:20])[C:8]=3[NH:7][C:6]([O:5][C:1]([CH3:4])([CH3:3])[CH3:2])=[O:21])=[CH:14][CH:15]=2)=[CH:31][CH:30]=1)[CH3:23]. Procedure: Prepared according to the procedure described in Example 42, Step 2, using [5-(4-bromo-phenyl)-3-methyl-isoxazol-4-yl]-carbamic acid tert-butyl ester and [4-(2-ethoxycarbonylethyl)phenyl]boronic acid.